This data is from the Open Reaction Database (ORD), a public repository of structured organic reaction records. The task is: describe an organic reaction: reactants, conditions, products, and yield Starting materials: C1(CC1)N1C=C(C(C2=CC(=C(C(=C12)F)F)F)=O)C(=O)O (1-cyclopropyl-6,7,8-trifluoro-1,4-dihydro-4-oxoquinoline-3-carboxylic acid), C1NCC2=CC=CC=C12 (isoindoline), CN(C)C=O (DMF). Solvent: C(Cl)(Cl)Cl (chloroform). Reaction conditions: temperature 120 celsius. Product: C1(NCC2=CC=CC=C12)C=1N(C2=C(C=C(C=C2C(C1C(=O)O)=O)F)F)C1CC1 (2-isoindolinyl-1-cyclopropyl-6,8-difluoro-1,4-dihydro-4-oxoquinoline-3-carboxylic acid). Isolated yield 67.0%. RXN SMILES: [CH:1]1([N:4]2[C:13]3[C:8](=[CH:9][C:10]([F:16])=[C:11](F)[C:12]=3[F:14])[C:7](=[O:17])[C:6]([C:18]([OH:20])=[O:19])=[CH:5]2)[CH2:3][CH2:2]1.[CH2:21]1[C:29]2[C:24](=[CH:25][CH:26]=[CH:27][CH:28]=2)[CH2:23][NH:22]1.CN(C=O)C>C(Cl)(Cl)Cl>[CH:21]1([C:5]2[N:4]([CH:1]3[CH2:3][CH2:2]3)[C:13]3[C:8]([C:7](=[O:17])[C:6]=2[C:18]([OH:20])=[O:19])=[CH:9][C:10]([F:16])=[CH:11][C:12]=3[F:14])[C:29]2[C:24](=[CH:25][CH:26]=[CH:27][CH:28]=2)[CH2:23][NH:22]1. Reported procedure: A mixture of 136 mg of 1-cyclopropyl-6,7,8-trifluoro-1,4-dihydro-4-oxoquinoline-3-carboxylic acid, 180 mg of isoindoline, and 1.5 ml of anhydrous DMF was heated at 120° C. for 1.5 hours while stirring. The resulting reaction mixture was evaporated under reduced pressure to dryness. The residue thus obtained was dissolved into 20 ml of chloroform. The solution was washed with 5% acetic acid and brine in this order, dried over anhydrous sodium sulfate, and condensed. The residue was crystallized b... The product is N1=CN=C2N=CNC2=C1 (Purine). The solvent is solution. Run at time 20 minute. Procedure details: The optimum temperature was determined by high-performance liquid chromatography with adenosine, guanosine and inosine substrates. The reaction solution (200 μl) contained 0.5 mM of adenosine or inosine or 0.25 mM of guanosine as the substrate, 50 mM of sodium acetate buffer solution (pH 4.5) or 50 mM of potassium phosphate buffer solution (pH 5.5) and a sufficient amount of enzyme, and the reaction was conducted at different temperatures for 20 minutes. The results are shown in FIGS. 5 and 6. T... Reaction SMILES: [C@@H]1([N:10]2[C:19]3[N:18]=[CH:17][N:16]=[C:14](N)[C:13]=3[N:12]=[CH:11]2)O[C@H](CO)[C@@H](O)[C@H]1O.[C@@H]1(N2C3N=C(N)NC(=O)C=3N=C2)O[C@H](CO)[C@@H](O)[C@H]1O.[C@@H]1(N2C3N=CN=C(O)C=3N=C2)O[C@H](CO)[C@@H](O)[C@H]1O.C([O-])(=O)C.[Na+].P([O-])([O-])([O-])=O.[K+].[K+].[K+]>>[N:16]1[CH:14]=[C:13]2[C:19]([N:10]=[CH:11][NH:12]2)=[N:18][CH:17]=1 |f:3.4,5.6.7.8|. Starting materials: [C@@H]1([C@H](O)[C@H](O)[C@@H](CO)O1)N1C=NC=2C(N)=NC=NC12 (adenosine), [C@@H]1([C@H](O)[C@H](O)[C@@H](CO)O1)N1C=NC=2C(N)=NC=NC12 (adenosine), [C@@H]1([C@H](O)[C@H](O)[C@@H](CO)O1)N1C=NC=2C(O)=NC=NC12 (inosine), [C@@H]1([C@H](O)[C@H](O)[C@@H](CO)O1)N1C=NC=2C(N)=NC=NC12 (adenosine), [C@@H]1([C@H](O)[C@H](O)[C@@H](CO)O1)N1C=NC=2C(O)=NC=NC12 (inosine), [C@@H]1([C@H](O)[C@H](O)[C@@H](CO)O1)N1C=NC=2C(=O)NC(N)=NC12 (guanosine), P(=O)([O-])([O-])[O-].[K+].[K+].[K+] (potassium phosphate), [C@@H]1([C@H](O)[C@H](O)[C@@H](CO)O1)N1C=NC=2C(N)=NC=NC12 (adenosine), [C@@H]1([C@H](O)[C@H](O)[C@@H](CO)O1)N1C=NC=2C(=O)NC(N)=NC12 (guanosine), [C@@H]1([C@H](O)[C@H](O)[C@@H](CO)O1)N1C=NC=2C(O)=NC=NC12 (inosine), C(C)(=O)[O-].[Na+] (sodium acetate), [C@@H]1([C@H](O)[C@H](O)[C@@H](CO)O1)N1C=NC=2C(=O)NC(N)=NC12 (guanosine), [C@@H]1([C@H](O)[C@H](O)[C@@H](CO)O1)N1C=NC=2C(O)=NC=NC12 (inosine), [C@@H]1([C@H](O)[C@H](O)[C@@H](CO)O1)N1C=NC=2C(=O)NC(N)=NC12 (guanosine).